Dataset: the Open Reaction Database (ORD), a public repository of structured organic reaction records. Task: describe an organic reaction: reactants, conditions, products, and yield Conditions: time 2 hour. As a reaction SMILES: O[CH2:2][C:3]1[CH:12]=[CH:11][C:10]2[C:5](=[CH:6][CH:7]=[C:8]([CH2:13][CH2:14][CH2:15][N:16]([CH2:20][CH2:21][CH3:22])[CH2:17][CH2:18][CH3:19])[CH:9]=2)[CH:4]=1.C1(P(C2C=CC=CC=2)C2C=CC=CC=2)C=CC=CC=1.[C:42]1(=[O:52])[NH:46][C:45](=[O:47])[C:44]2=[CH:48][CH:49]=[CH:50][CH:51]=[C:43]12.CCOC(/N=N/C(OCC)=O)=O.C1(C)C=CC=CC=1>C1COCC1>[C:42]1(=[O:52])[N:46]([CH2:2][C:3]2[CH:12]=[CH:11][C:10]3[C:5](=[CH:6][CH:7]=[C:8]([CH2:13][CH2:14][CH2:15][N:16]([CH2:20][CH2:21][CH3:22])[CH2:17][CH2:18][CH3:19])[CH:9]=3)[CH:4]=2)[C:45](=[O:47])[C:44]2=[CH:48][CH:49]=[CH:50][CH:51]=[C:43]12 |f:3.4|. Starting materials: OCC1=CC2=CC=C(C=C2C=C1)CCCN(CCC)CCC (2-hydroxymethyl-6-(3-dipropylaminopropyl)naphthalene), C1(=CC=CC=C1)P(C1=CC=CC=C1)C1=CC=CC=C1 (triphenylphosphine), C1(C=2C(C(N1)=O)=CC=CC2)=O (phthalimide), CCOC(=O)/N=N/C(=O)OCC.C1(=CC=CC=C1)C (diethylazodicarboxylate toluene). Yield: 67.7%. The product is C1(C=2C(C(N1CC1=CC3=CC=C(C=C3C=C1)CCCN(CCC)CCC)=O)=CC=CC2)=O (2-phthalimidomethyl-6-(3-dipropylaminopropyl)naphthalene). The solvent is C1CCOC1 (THF). Procedure: The compound (453 mg) obtained in Example 121-9 was added with triphenylphosphine (516 mg) and phthalimide (245 mg), and then dissolved in anhydrous THF (10 ml). The solution was added with a 40% diethylazodicarboxylate/toluene solution (0.892 ml) in an ice bath and stirred at room temperature for 2 hours under a nitrogen atmosphere. After completion of the reaction, the solvent was distilled off and the residue was then purified through silica gel column chromatography (hexane/ethyl acetate), t... Reaction conditions: time 16 hour. Run in O (water), CN(C)C=O (DMF), C(C)N(CC)CC (triethylamine). As a reaction SMILES: [O:1]1[C:5]([C:6]2[CH:14]=[CH:13][CH:12]=[CH:11][C:7]=2[C:8]([OH:10])=O)=[CH:4][N:3]=[CH:2]1.[CH2:15]([C:22]1([OH:28])[CH2:27][CH2:26][NH:25][CH2:24][CH2:23]1)[C:16]1[CH:21]=[CH:20][CH:19]=[CH:18][CH:17]=1.Cl.CN(C)CCCN=C=NCC.ON1C2C=CC=CC=2N=N1>CN(C=O)C.O.C(N(CC)CC)C>[CH2:15]([C:22]1([OH:28])[CH2:27][CH2:26][N:25]([C:8]([C:7]2[CH:11]=[CH:12][CH:13]=[CH:14][C:6]=2[C:5]2[O:1][CH:2]=[N:3][CH:4]=2)=[O:10])[CH2:24][CH2:23]1)[C:16]1[CH:17]=[CH:18][CH:19]=[CH:20][CH:21]=1 |f:2.3|. Procedure: A suspension of 2-(1,3-oxazol-5-yl)benzoic acid (0.30 g), 4-benzyl-4-hydroxypiperidine (0.36 g), 1-(3-dimethylaminopropyl)-3-ethylcarbodiimide hydrochloride (0.46 g), 1-hydroxybenzotriazole (0.40 g) and triethylamine (0.40 g) in DMF (3 mL) was stirred at room temperature for 16 hr. The reaction mixture was diluted with water, and the mixture was extracted with ethyl acetate. The extract was washed with water and saturated brine, and dried over anhydrous sodium sulfate, and the solvent was evapor... The yield is 48.7%. Yields the product C(C1=CC=CC=C1)C1(CCN(CC1)C(=O)C1=C(C=CC=C1)C1=CN=CO1)O ((4-benzyl-4-hydroxypiperidin-1-yl)(2-(1,3-oxazol-5-yl)phenyl)methanone). Reactants: O1C=NC=C1C1=C(C(=O)O)C=CC=C1 (2-(1,3-oxazol-5-yl)benzoic acid), C(C1=CC=CC=C1)C1(CCNCC1)O (4-benzyl-4-hydroxypiperidine), Cl.CN(CCCN=C=NCC)C (1-(3-dimethylaminopropyl)-3-ethylcarbodiimide hydrochloride), ON1N=NC2=C1C=CC=C2 (1-hydroxybenzotriazole). The solvent is CO (methanol). Procedure: In a manner similar to that of Example 1, condensation of 1-heptene oxide (52 g.) and 1,8-octanediamine (32.8 g.) and two recrystallizations of the resulting product from methanol gave N,N'-(1,8-octylene)-bis[2-hydroxyheptylamine] (I: R = CH3 (CH2)4, R' = H, X = (CH2)8, Z = H) (17.2 g., m.p. 128.0°-132.8° C.). As a reaction SMILES: [CH2:1]1[O:8][CH:2]1[CH2:3][CH2:4][CH2:5][CH2:6][CH3:7].[CH2:9]([NH2:18])[CH2:10][CH2:11][CH2:12][CH2:13][CH2:14][CH2:15][CH2:16][NH2:17]>CO>[CH2:9]([NH:18][CH2:1][CH:2]([OH:8])[CH2:3][CH2:4][CH2:5][CH2:6][CH3:7])[CH2:10][CH2:11][CH2:12][CH2:13][CH2:14][CH2:15][CH2:16][NH:17][CH2:1][CH:2]([OH:8])[CH2:3][CH2:4][CH2:5][CH2:6][CH3:7]. The reactants are C1C(CCCCC)O1 (1-heptene oxide), C(CCCCCCCN)N (1,8-octanediamine). Product: C(CCCCCCCNCC(CCCCC)O)NCC(CCCCC)O (N,N'-(1,8-octylene)-bis[2-hydroxyheptylamine]). Starting materials: N1C(=NC2=C1C=CC=C2)C(=O)C2=CC=C(C=C2)O ((1H-benzo[d]imidazol-2-yl)(4-hydroxyphenyl)methanone), FC1=NC=CN=C1C1(CCOCC1)F (2-fluoro-3-(4-fluorotetrahydro-2H-pyran-4-yl)pyrazine), C([O-])([O-])=O.[Cs+].[Cs+] (cesium carbonate). Solvent: CN1C(CCC1)=O (N-Methyl-2-pyrrolidinone). Product: N1C(=NC2=C1C=CC=C2)C(=O)C2=CC=C(C=C2)OC2=NC=CN=C2C2(CCOCC2)F ((1H-BENZO[D]IMIDAZOL-2-YL)(4-(3-(4-FLUOROTETRAHYDRO-2H-PYRAN-4-YL)PYRAZIN-2-YLOXY)PHENYL)METHANONE). RXN SMILES: [NH:1]1[C:5]2[CH:6]=[CH:7][CH:8]=[CH:9][C:4]=2[N:3]=[C:2]1[C:10]([C:12]1[CH:17]=[CH:16][C:15]([OH:18])=[CH:14][CH:13]=1)=[O:11].F[C:20]1[C:25]([C:26]2([F:32])[CH2:31][CH2:30][O:29][CH2:28][CH2:27]2)=[N:24][CH:23]=[CH:22][N:21]=1.C(=O)([O-])[O-].[Cs+].[Cs+]>CN1CCCC1=O>[NH:1]1[C:5]2[CH:6]=[CH:7][CH:8]=[CH:9][C:4]=2[N:3]=[C:2]1[C:10]([C:12]1[CH:17]=[CH:16][C:15]([O:18][C:20]2[C:25]([C:26]3([F:32])[CH2:27][CH2:28][O:29][CH2:30][CH2:31]3)=[N:24][CH:23]=[CH:22][N:21]=2)=[CH:14][CH:13]=1)=[O:11] |f:2.3.4|. Procedure details: A solution of (1H-benzo[d]imidazol-2-yl)(4-hydroxyphenyl)methanone (0.543 g, 2.278 mmol),2-fluoro-3-(4-fluorotetrahydro-2H-pyran-4-yl)pyrazine (0.304 g, 1.519 mmol), cesium carbonate (0.990 g, 3.04 mmol), and N-Methyl-2-pyrrolidinone (3.04 mL) in a sealed tube was heated to 100° C. overnight. Aqueous work up with DCM and washing with alternating water and brine washes. The organic layer was rotovapped and loaded onto a Biotage samplet. Purification by Biotage (0-100% EtOAc/hexane, slow gradient,... The reactants are CS(=O)(=O)OC(CC[C@H]1CCC([C@@H]1CCCCCCC(=O)OCC)=O)CCCCC (ethyl 15-methanesulfonyloxy-9-oxo-prostanoate), [N-]=[N+]=[N-].[Na+] (sodium azide), oil. The solvent is CN(C=O)C (N,N-dimethylformamide). Product: N(=[N+]=[N-])C(CC[C@H]1CCC([C@@H]1CCCCCCC(=O)OCC)=O)CCCCC (ethyl 15-azido-9-oxo-prostanoate). As a reaction SMILES: CS(O[CH:6]([CH2:26][CH2:27][CH2:28][CH2:29][CH3:30])[CH2:7][CH2:8][C@@H:9]1[C@@H:13]([CH2:14][CH2:15][CH2:16][CH2:17][CH2:18][CH2:19][C:20]([O:22][CH2:23][CH3:24])=[O:21])[C:12](=[O:25])[CH2:11][CH2:10]1)(=O)=O.[N-:31]=[N+:32]=[N-:33].[Na+]>CN(C)C=O>[N:31]([CH:6]([CH2:26][CH2:27][CH2:28][CH2:29][CH3:30])[CH2:7][CH2:8][C@@H:9]1[C@@H:13]([CH2:14][CH2:15][CH2:16][CH2:17][CH2:18][CH2:19][C:20]([O:22][CH2:23][CH3:24])=[O:21])[C:12](=[O:25])[CH2:11][CH2:10]1)=[N+:32]=[N-:33] |f:1.2|. Procedure: A solution of 1.35 g. of ethyl 15-methanesulfonyloxy 9-oxo-prostanoate (Example 90) in 60 ml. of N,N-dimethylformamide containing 1.25 g. of sodium azide is heated on the steam-bath for 18 hours. The cooled solution is poured into 300 ml. of water and the resulting mixture is extracted several times with ether. The combined ether extracts are washed with saturated sodium chloride solution, dried with anhydrous magnesium sulfate and taken to dryness. The residual oil is chromatographed on silica ... Starting materials: Cl.CC1=CC=2C(=NC3=C(NC2S1)C=CC=C3)N (2-methyl-4H-3-thia-4,9-diaza-benzo[f]azulen-10-ylamine hydrochloride), CS(=O)C (DMSO), FC(C1=CC=C(C=C1)CC[C@@H]1NCCNC1)(F)F ((S)-2-[2-(4-trifluoromethyl-phenyl)-ethyl]-piperazine), C(C)(C)N(C(C)C)CC (N,N-diisopropylethylamine). Solvent: C1(=CC=CC=C1)C (toluene), C(C)(=O)OCC (ethyl acetate), O (water). Run at temperature 105 celsius, time 48 hour. The product is FC(C1=CC=C(C=C1)CC[C@H]1CN(CCN1)C1=NC2=C(NC=3SC(=CC13)C)C=CC=C2)(F)F (10-((S)-3-[2-(4-Trifluoromethyl-phenyl)-ethyl]-piperazin-1-yl)-2-methyl-4H-3-thia-4,9-diaza-benzo[f]azulene). Yield: 41.7%. Reaction SMILES: Cl.[CH3:2][C:3]1[S:12][C:11]2[NH:10][C:9]3[CH:13]=[CH:14][CH:15]=[CH:16][C:8]=3[N:7]=[C:6]([NH2:17])[C:5]=2[CH:4]=1.[F:18][C:19]([F:35])([F:34])[C:20]1[CH:25]=[CH:24][C:23]([CH2:26][CH2:27][C@H:28]2[CH2:33]N[CH2:31][CH2:30][NH:29]2)=[CH:22][CH:21]=1.C(N(CC)C(C)C)(C)C.CS(C)=O>C(OCC)(=O)C.O.C1(C)C=CC=CC=1>[F:18][C:19]([F:34])([F:35])[C:20]1[CH:21]=[CH:22][C:23]([CH2:26][CH2:27][C@@H:28]2[NH:29][CH2:30][CH2:31][N:17]([C:6]3[C:5]4[CH:4]=[C:3]([CH3:2])[S:12][C:11]=4[NH:10][C:9]4[CH:13]=[CH:14][CH:15]=[CH:16][C:8]=4[N:7]=3)[CH2:33]2)=[CH:24][CH:25]=1 |f:0.1|. Reported procedure: Combine 2-methyl-4H-3-thia-4,9-diaza-benzo[f]azulen-10-ylamine hydrochloride (514.5 mg, 1.94 mmol), (S)-2-[2-(4-trifluoromethyl-phenyl)-ethyl]-piperazine (1.00 g, 3.87 mmol), N,N-diisopropylethylamine (250.2 mg, 1.94 mmol), DMSO (1.0 ml), and toluene (4.0 ml). Stir and heat the mixture at 105° C. After 48 hours, cool the mixture to ambient temperature and then dilute it with ethyl acetate and water. Remove the organic layer and wash it with 1N NaOH and brine. Dry (sodium sulfate) and concentrate...